This data is from the Open Reaction Database (ORD), a public repository of structured organic reaction records. The task is: describe an organic reaction: reactants, conditions, products, and yield Reactants: COC(CCSC(C(=O)OCC)C)=O (Ethyl 2-[(3-methoxy-3-oxopropyl)thio]propanoate), CC(C)([O-])C.[K+] (potassium t-butoxide), residue, C(=O)[O-].[NH4+] (ammonium formate). Solvent: C1(=CC=CC=C1)C (toluene), C(C)OCC (ethyl ether), C(C)O (ethanol). Conditions: time 8 hour. The product is NC1=C(CSC1C)C(=O)OCC (Ethyl 4-amino-2,5-dihydro-5-methyl-3-thiophenecarboxylate). Reaction SMILES: [CH3:1][O:2][C:3](=[O:14])[CH2:4][CH2:5][S:6][CH:7]([CH3:13])[C:8](OCC)=O.[CH3:15]C(C)([O-])C.[K+].C([O-])=O.[NH4+:24]>C1(C)C=CC=CC=1.C(O)C.C(OCC)C>[NH2:24][C:13]1[CH:7]([CH3:8])[S:6][CH2:5][C:4]=1[C:3]([O:2][CH2:1][CH3:15])=[O:14] |f:1.2,3.4|. Reported procedure: A solution of the product of Step A (17.24 g, 73 mmol) in toluene (160 mL) was treated with potassium t-butoxide (18.4 g, 164 mmol) and the mixture was heated at reflux for 1.5 h. Upon cooling to ambient temperature, the mixture was washed twice with 1 N hydrochloric acid, dried over magnesium sulfate and concentrated. To a solution of the resulting residue (11.0 g) in ethanol (150 mL) was added ammonium formate (32.3 g, 0.51 mol) and the mixture was heated at reflux for 7 h and then stirred at ... Reactants: C1CCOC1, CO, COC(=O)C1CCC(Oc2ccc(NC(=O)c3nnc(Nc4cc(F)c(F)cc4F)o3)cc2)CC1, [Li+], [OH-], O, O. The product is O=C(Nc1ccc(OC2CCC(C(=O)O)CC2)cc1)c1nnc(Nc2cc(F)c(F)cc2F)o1. Reaction SMILES: [CH2:42]1[O:43][CH2:44][CH2:45][CH2:46]1.[CH3:40][OH:41].[F:4][c:5]1[c:6]([NH:13][c:14]2[n:15][n:16][c:17]([C:19](=[O:20])[NH:21][c:22]3[cH:23][cH:24][c:25]([O:26][CH:27]4[CH2:28][CH2:29][CH:30]([C:33](=[O:34])[O:35][CH3:36])[CH2:31][CH2:32]4)[cH:37][cH:38]3)[o:18]2)[cH:7][c:8]([F:12])[c:9]([F:11])[cH:10]1.[Li+:3].[OH-:2].[OH2:1].[OH2:39]>>[F:4][c:5]1[c:6]([NH:13][c:14]2[n:15][n:16][c:17]([C:19](=[O:20])[NH:21][c:22]3[cH:23][cH:24][c:25]([O:26][CH:27]4[CH2:28][CH2:29][CH:30]([C:33](=[O:34])[OH:35])[CH2:31][CH2:32]4)[cH:37][cH:38]3)[o:18]2)[cH:7][c:8]([F:12])[c:9]([F:11])[cH:10]1. Reactants: CC1(OC(C(O1)CCCCC=1COC=CC1)CO[Si](C(C)(C)C)(C1=CC=CC=C1)C1=CC=CC=C1)C (2,2-dimethyl-4-[3-oxa-4-phenyl butyl]-5-[3,3-diphenyl-3-t-butyl-2-oxa-3-silapropyl]-1,3-dioxacyclopentane), [F-].C(CCC)[N+](CCCC)(CCCC)CCCC (tetra-n-butylammonium fluoride). Run in C1CCOC1 (THF). Yields the product CC1(OC(C(O1)CCCCC=1COC=CC1)CO)C (2,2-dimethyl-4-[3-oxa-4-phenyl butyl]-5-hydroxymethyl-1,3-dioxacyclopentane). The yield is 78.4%. As a reaction SMILES: [CH3:1][C:2]1([CH3:36])[O:6][CH:5]([CH2:7][CH2:8][CH2:9][CH2:10][C:11]2[CH2:12][O:13][CH:14]=[CH:15][CH:16]=2)[CH:4]([CH2:17][O:18][Si](C2C=CC=CC=2)(C2C=CC=CC=2)C(C)(C)C)[O:3]1.[F-].C([N+](CCCC)(CCCC)CCCC)CCC>C1COCC1>[CH3:1][C:2]1([CH3:36])[O:6][CH:5]([CH2:7][CH2:8][CH2:9][CH2:10][C:11]2[CH2:12][O:13][CH:14]=[CH:15][CH:16]=2)[CH:4]([CH2:17][OH:18])[O:3]1 |f:1.2|. Reported procedure: A solution of 2,2-dimethyl-4-[3-oxa-4-phenyl butyl]-5-[3,3-diphenyl-3-t-butyl-2-oxa-3-silapropyl]-1,3-dioxacyclopentane [490 mg, 0.97 mmol] prepared in Part F in THF [5 mL] was treated with tetra-n-butylammonium fluoride [1M in THF, 3 mL] at ambient temperature for two hours. The solvent was removed and the resulting residue was diluted with ether, washed with saturated sodium chloride and dried [MgSO4 ]. The crude product was purified by flash column chromatography to give 204 mg of 2,2-dimethy... The reactants are C(C)(=O)NCC1CN(CCO1)CC1=CC=C(C=C1)F (2-acetylaminomethyl-4-(4-fluorobenzyl)morpholine), [OH-].[Na+] (sodium hydroxide). The solvent is Cl (hydrochloric acid). Reaction conditions: time 4 hour. Product: NCC1CN(CCO1)CC1=CC=C(C=C1)F (2-aminomethyl-4-(4-fluorobenzyl)morpholine). As a reaction SMILES: C([NH:4][CH2:5][CH:6]1[O:11][CH2:10][CH2:9][N:8]([CH2:12][C:13]2[CH:18]=[CH:17][C:16]([F:19])=[CH:15][CH:14]=2)[CH2:7]1)(=O)C.[OH-].[Na+]>Cl>[NH2:4][CH2:5][CH:6]1[O:11][CH2:10][CH2:9][N:8]([CH2:12][C:13]2[CH:18]=[CH:17][C:16]([F:19])=[CH:15][CH:14]=2)[CH2:7]1 |f:1.2|. Procedure: A solution of 2-acetylaminomethyl-4-(4-fluorobenzyl)morpholine (3.0 g) in 10% hydrochloric acid (50 ml) is refluxed with stirring for 4 hours. The reaction mixture is adjusted to pH 11 with aqueous sodium hydroxide solution and extracted with chloroform. The organic layer is washed successively with water and saturated aqueous sodium chloride solution, and dried over magnesium sulfate. Removal of the solvent under reduced pressure gives the title compound as an oil. Reaction conditions: temperature 90 celsius, time 1 hour. The yield is 94.7%. The product is C1(=CC(=CC=C1)CN)CN.C(C1=CC(C(=O)O)=CC=C1)(=O)O (MXDA IPA). The solvent is O (water). The reactants are C1(=CC(=CC=C1)CN)CN (m-xylylenediamine), C(C1=CC(C(=O)O)=CC=C1)(=O)O (isophthalic acid). RXN SMILES: [C:1]1([CH2:9][NH2:10])[CH:6]=[CH:5][CH:4]=[C:3]([CH2:7][NH2:8])[CH:2]=1.[C:11]([OH:22])(=[O:21])[C:12]1[CH:20]=[CH:19][CH:18]=[C:14]([C:15]([OH:17])=[O:16])[CH:13]=1>O>[C:1]1([CH2:9][NH2:10])[CH:6]=[CH:5][CH:4]=[C:3]([CH2:7][NH2:8])[CH:2]=1.[C:11]([OH:22])(=[O:21])[C:12]1[CH:20]=[CH:19][CH:18]=[C:14]([C:15]([OH:17])=[O:16])[CH:13]=1 |f:3.4|. Procedure details: 480 g of m-xylylenediamine (MXDA) and 580 g of isophthalic acid (IPA) were mixed with 1.0 kg of water and stirred at 90° C. for 1 hour. After becoming clear, the mixture solution was cooled to 25° C. The precipitate was then isolated by decantation, and vacuum dried at 25° C. for 24hours. 1.0 kg of MXDA/IPA salt was thus obtained. Starting materials: ClC1=C(C(=O)O)C=C(C=C1)S(=O)(=O)C (2-Chloro-5-methanesulfonyl-benzoic acid), N1CCCC1 (pyrrolidine). The product is CS(=O)(=O)C=1C=CC(=C(C(=O)O)C1)N1CCCC1 (5-Methanesulfonyl-2-pyrrolidin-1-yl-benzoic acid). Reaction SMILES: Cl[C:2]1[CH:10]=[CH:9][C:8]([S:11]([CH3:14])(=[O:13])=[O:12])=[CH:7][C:3]=1[C:4]([OH:6])=[O:5].[NH:15]1[CH2:19][CH2:18][CH2:17][CH2:16]1>>[CH3:14][S:11]([C:8]1[CH:9]=[CH:10][C:2]([N:15]2[CH2:19][CH2:18][CH2:17][CH2:16]2)=[C:3]([CH:7]=1)[C:4]([OH:6])=[O:5])(=[O:13])=[O:12]. Reported procedure: A mixture of 163.8 mg (0.7 mmol) 2-Chloro-5-methanesulfonyl-benzoic acid in 2 ml pyrrolidine was heated for 16 h to 100° C. After evaporation of all volatiles the residue was taken up in 2 ml methanol/formic acid 3/1 and subjected to reversed phase HPLC purification eluting with an acetonitrile/water gradient to yield after evaporation of the product fractions 143.4 mg (77%) of the title compound. MS (m/e): 268.1 (MH−, 100%). Reactants: [H-].[H-].[H-].[H-].[Li+].[Al+3] (LiAlH4), C1(=CC=CC=C1)[Sn](C1=CC=CC=C1)(C1=CC=CC=C1)Cl (triphenyl tin chloride). The solvent is CCOCC (ether). The product is C1(=CC=CC=C1)[SnH](C1=CC=CC=C1)C1=CC=CC=C1 (Triphenyl tin hydride), raw product. RXN SMILES: [H-].[H-].[H-].[H-].[Li+].[Al+3].[C:7]1([Sn:13](Cl)([C:20]2[CH:25]=[CH:24][CH:23]=[CH:22][CH:21]=2)[C:14]2[CH:19]=[CH:18][CH:17]=[CH:16][CH:15]=2)[CH:12]=[CH:11][CH:10]=[CH:9][CH:8]=1>CCOCC>[C:20]1([SnH:13]([C:7]2[CH:8]=[CH:9][CH:10]=[CH:11][CH:12]=2)[C:14]2[CH:19]=[CH:18][CH:17]=[CH:16][CH:15]=2)[CH:21]=[CH:22][CH:23]=[CH:24][CH:25]=1 |f:0.1.2.3.4.5|. Procedure: Triphenyl tin hydride was prepared as follows: a 4-neck flask equipped with magnetic stirring was charged with 600 ml of ether and 3.1 g (81 mmol) of LiAlH4 and cooled to 0° (ice+salt bath). 62.6 G (0.16 mol) of triphenyl tin chloride were added by means of a dropping funnel adapted for powder introduction. No exothermic reaction was observed. The mixture was allowed to warm up to room temperature and stirred for 1 h. It was then poured on ice, extracted with ether, washed 3 times with water, dr...